Dataset: the Open Reaction Database (ORD), a public repository of structured organic reaction records. Task: describe an organic reaction: reactants, conditions, products, and yield Reactants: COC(CC1CCN(CC1)C1=NC=NC(=C1C#CC=1C=NC(=CC1)N)C)=O ({1-[5-(6-amino-pyridin-3-ylethynyl)-6-methyl-pyrimidin-4-yl]-piperidin-4-yl}-acetic acid methyl ester), [Li+].[OH-] (LiOH). Run in C1CCOC1 (THF), O (water). Reaction conditions: temperature 50 celsius. The product is NC1=CC=C(C=N1)C#CC=1C(=NC=NC1C)N1CCC(CC1)CC(=O)O ({1-[5-(6-Amino-pyridin-3-ylethynyl)-6-methyl-pyrimidin-4-yl]-piperidin-4-yl}-acetic acid). As a reaction SMILES: C[O:2][C:3](=[O:27])[CH2:4][CH:5]1[CH2:10][CH2:9][N:8]([C:11]2[C:16]([C:17]#[C:18][C:19]3[CH:20]=[N:21][C:22]([NH2:25])=[CH:23][CH:24]=3)=[C:15]([CH3:26])[N:14]=[CH:13][N:12]=2)[CH2:7][CH2:6]1.[Li+].[OH-]>O.C1COCC1>[NH2:25][C:22]1[N:21]=[CH:20][C:19]([C:18]#[C:17][C:16]2[C:11]([N:8]3[CH2:9][CH2:10][CH:5]([CH2:4][C:3]([OH:27])=[O:2])[CH2:6][CH2:7]3)=[N:12][CH:13]=[N:14][C:15]=2[CH3:26])=[CH:24][CH:23]=1 |f:1.2|. Reported procedure: The title compound is synthesized according to general procedure GP8 starting from 2.87 g (7.85 mmol) {1-[5-(6-amino-pyridin-3-ylethynyl)-6-methyl-pyrimidin-4-yl]-piperidin-4-yl}-acetic acid methyl ester using 0.82 g (19.6 mmoL) LiOH in 10 mL water and 40 mL THF. The reaction mixture is stirred over night at 50° C. The THF is removed under reduced pressure and the residue is taken up DCM and MeOH and separated from insoluble material. The filtrate is dried over MgSO4 and the solvent is removed u... The reactants are BrC=1N=C2C(=NC1)N(C=C2C(=O)NC(C)(C)C)COCC[Si](C)(C)C (2-bromo-N-tert-butyl-5-((2-(trimethylsilyl)ethoxy)methyl)-5H-pyrrolo[2,3-b]pyrazine-7-carboxamide), FC1=C(N)C=CC(=C1)C (2-fluoro-4-methylaniline), CC(C)([O-])C.[Na+] (sodium tert-butoxide). The reagents and catalysts are C(C)(=O)[O-].[Pd+2].C(C)(=O)[O-] (palladium (II) acetate), C=1C=CC(=CC1)P(C=2C=CC=CC2)C3=CC=C4C=CC=CC4=C3C5=C6C=CC=CC6=CC=C5P(C=7C=CC=CC7)C=8C=CC=CC8 (BINAP). Run in O (water), CN(C)C=O (DMF), C1(=CC=CC=C1)C (toluene). Reaction conditions: temperature 140 celsius. The product is C(C)(C)(C)NC(=O)C1=CN(C2=NC=C(N=C21)NC2=C(C=C(C=C2)C)F)COCC[Si](C)(C)C (N-tert-butyl-2-(2-fluoro-4-methylphenylamino)-5-((2-(trimethylsilyl)ethoxy)methyl)-5H-pyrrolo[2,3-b]pyrazine-7-carboxamide). Isolated yield 52.4%. RXN SMILES: Br[C:2]1[N:3]=[C:4]2[C:10]([C:11]([NH:13][C:14]([CH3:17])([CH3:16])[CH3:15])=[O:12])=[CH:9][N:8]([CH2:18][O:19][CH2:20][CH2:21][Si:22]([CH3:25])([CH3:24])[CH3:23])[C:5]2=[N:6][CH:7]=1.[F:26][C:27]1[CH:33]=[C:32]([CH3:34])[CH:31]=[CH:30][C:28]=1[NH2:29].CC(C)([O-])C.[Na+]>CN(C=O)C.C1(C)C=CC=CC=1.O.C([O-])(=O)C.[Pd+2].C([O-])(=O)C.C1C=CC(P(C2C(C3C(P(C4C=CC=CC=4)C4C=CC=CC=4)=CC=C4C=3C=CC=C4)=C3C(C=CC=C3)=CC=2)C2C=CC=CC=2)=CC=1>[C:14]([NH:13][C:11]([C:10]1[C:4]2[C:5](=[N:6][CH:7]=[C:2]([NH:29][C:28]3[CH:30]=[CH:31][C:32]([CH3:34])=[CH:33][C:27]=3[F:26])[N:3]=2)[N:8]([CH2:18][O:19][CH2:20][CH2:21][Si:22]([CH3:25])([CH3:24])[CH3:23])[CH:9]=1)=[O:12])([CH3:17])([CH3:16])[CH3:15] |f:2.3,7.8.9|. Procedure details: A mixture of 2-bromo-N-tert-butyl-5-((2-(trimethylsilyl)ethoxy)methyl)-5H-pyrrolo[2,3-b]pyrazine-7-carboxamide (150 mg, 351 μmol), 2-fluoro-4-methylaniline (65.9 mg, 526 μmol), BINAP (10.9 mg, 17.5 μmol), palladium (II) acetate (19.7 mg, 87.7 μmol) and sodium tert-butoxide (84.3 mg, 877 μmol) in DMF (1 mL) and toluene (500 μL) was heated in a microwave at 140° C. for 20 min. The reaction mixture was diluted with water then extracted into ethyl acetate (3×). The combined organic extracts were was... Reactants: O=[N+]([O-])c1ccc(CCO)cc1, Cc1ccc(S(=O)(=O)Cl)cc1. The product is Cc1ccc(S(=O)(=O)OCCc2ccc([N+](=O)[O-])cc2)cc1. Reaction SMILES: [N+:1](=[O:2])([O-:3])[c:4]1[cH:5][cH:6][c:7]([CH2:8][CH2:9][OH:10])[cH:11][cH:12]1.[c:13]1([CH3:23])[cH:14][cH:15][c:16]([S:19](=[O:20])(=[O:21])[Cl:22])[cH:17][cH:18]1>>[N+:1](=[O:2])([O-:3])[c:4]1[cH:5][cH:6][c:7]([CH2:8][CH2:9][O:10][S:19]([c:16]2[cH:15][cH:14][c:13]([CH3:23])[cH:18][cH:17]2)(=[O:20])=[O:21])[cH:11][cH:12]1. Reactants: C(C)(C)(C)OC(=O)N1[C@@H](CC(C1)=O)C(=O)N1CSCC1 ((2S)-4-Oxo-2-(thiazolidine-3-carbonyl)-pyrrolidine-1-carboxylic acid tert-butyl ester), C1(=CC=CC=C1)P(C1=CC=CC=C1)(C1=CC=CC=C1)=CC(=O)OC (methyl (triphenylphosphoranylidene)-acetate). Run in ClCCl (dichloromethane). Run at temperature 40 celsius. The product is C(C)(C)(C)OC(=O)N1[C@@H](CC(C1)=CC(=O)OC)C(=O)N1CSCC1 ((2S)-4-Methoxycarbonylmethylene-2-(thiazolidine-3-carbonyl)-pyrrolidine-1-carboxylic acid tert-butyl ester). Yield: 50.0%. Reaction SMILES: [C:1]([O:5][C:6]([N:8]1[CH2:12][C:11](=O)[CH2:10][C@H:9]1[C:14]([N:16]1[CH2:20][CH2:19][S:18][CH2:17]1)=[O:15])=[O:7])([CH3:4])([CH3:3])[CH3:2].C1(P(=[CH:40][C:41]([O:43][CH3:44])=[O:42])(C2C=CC=CC=2)C2C=CC=CC=2)C=CC=CC=1>ClCCl>[C:1]([O:5][C:6]([N:8]1[CH2:12][C:11](=[CH:40][C:41]([O:43][CH3:44])=[O:42])[CH2:10][C@H:9]1[C:14]([N:16]1[CH2:20][CH2:19][S:18][CH2:17]1)=[O:15])=[O:7])([CH3:4])([CH3:3])[CH3:2]. Reported procedure: To a solution of Example 1A (5.77 g, 0.0192 mol) in anhydrous dichloromethane (30 mL) was added methyl (triphenylphosphoranylidene)-acetate (8.22 g, 0.0246 mol) and the resulting solution heated to 40° C. for two days. The mixture was cooled, concentrated and purified by column chromatography (ethyl acetate/hexane, 4/6) to provide the titled compound (3.42 g). MS (ESI APCI) m/e 355 (M−H)+; 1H NMR (400 MHz, DMSO-d6): δ ppm 5.87 (m, 1H), 4.41-4.78 (m, 4H), 4.31 (d, 1H), 3.74-3.78 (m, 2H), 3.17 (t,... The reactants are ClC(Cl)(Cl)Cl, CC#N, O=C1C=C2C(CC(O)CN2Cc2ccc(Cl)nc2)O1, ClCCl, c1ccc(P(c2ccccc2)c2ccccc2)cc1. Product: O=C1C=C2C(CC(Cl)CN2Cc2ccc(Cl)nc2)O1. Reaction SMILES: [C:39]([Cl:40])([Cl:41])([Cl:42])[Cl:43].[CH3:44][C:45]#[N:46].[Cl:1][c:2]1[cH:3][cH:4][c:5]([CH2:8][N:9]2[C:10]3=[CH:18][C:17](=[O:19])[O:16][CH:11]3[CH2:12][CH:13]([OH:15])[CH2:14]2)[cH:6][n:7]1.[Cl:47][CH2:48][Cl:49].[c:20]1([P:21]([c:22]2[cH:23][cH:24][cH:25][cH:26][cH:27]2)[c:28]2[cH:29][cH:30][cH:31][cH:32][cH:33]2)[cH:34][cH:35][cH:36][cH:37][cH:38]1>>[Cl:1][c:2]1[cH:3][cH:4][c:5]([CH2:8][N:9]2[C:10]3=[CH:18][C:17](=[O:19])[O:16][CH:11]3[CH2:12][CH:13]([Cl:40])[CH2:14]2)[cH:6][n:7]1. Starting materials: FC1=C(C=C(C=C1)OC)C=1C(=CC(=NC1)CO)OCC(C)C ((5-(2-fluoro-5-methoxyphenyl)-4-isobutoxypyridin-2-yl)methanol), C1(CC1)C(CC(=O)OCC)C1=NC=NC(=C1)O (ethyl 3-cyclopropyl-3-(6-hydroxypyrimidin-4-yl)propanoate), N(=NC(=O)N1CCCCC1)C(=O)N1CCCCC1 (1,1′-(azodicarbonyl)dipiperidine), C(CCC)P(CCCC)CCCC (tributylphosphine). The solvent is C1(=CC=CC=C1)C (toluene), CCCCCC.C(C)(=O)OCC (Hexane ethyl acetate). Reaction conditions: time 24 hour. Product: C1(CC1)C(CC(=O)OCC)C1=NC=NC(=C1)OCC1=NC=C(C(=C1)OCC(C)C)C1=C(C=CC(=C1)OC)F (ethyl 3-cyclopropyl-3-(6-((5-(2-fluoro-5-methoxyphenyl)-4-isobutoxypyridin-2-yl)methoxy)pyrimidin-4-yl)propanoate). Yield: 22.7%. As a reaction SMILES: [F:1][C:2]1[CH:7]=[CH:6][C:5]([O:8][CH3:9])=[CH:4][C:3]=1[C:10]1[C:11]([O:18][CH2:19][CH:20]([CH3:22])[CH3:21])=[CH:12][C:13]([CH2:16][OH:17])=[N:14][CH:15]=1.[CH:23]1([CH:26]([C:33]2[CH:38]=[C:37](O)[N:36]=[CH:35][N:34]=2)[CH2:27][C:28]([O:30][CH2:31][CH3:32])=[O:29])[CH2:25][CH2:24]1.N(C(N1CCCCC1)=O)=NC(N1CCCCC1)=O.C(P(CCCC)CCCC)CCC>C1(C)C=CC=CC=1.CCCCCC.C(OCC)(=O)C>[CH:23]1([CH:26]([C:33]2[CH:38]=[C:37]([O:17][CH2:16][C:13]3[CH:12]=[C:11]([O:18][CH2:19][CH:20]([CH3:22])[CH3:21])[C:10]([C:3]4[CH:4]=[C:5]([O:8][CH3:9])[CH:6]=[CH:7][C:2]=4[F:1])=[CH:15][N:14]=3)[N:36]=[CH:35][N:34]=2)[CH2:27][C:28]([O:30][CH2:31][CH3:32])=[O:29])[CH2:25][CH2:24]1 |f:5.6|. Procedure details: Under a nitrogen atmosphere, to a solution of (5-(2-fluoro-5-methoxyphenyl)-4-isobutoxypyridin-2-yl)methanol (200 mg) and ethyl 3-cyclopropyl-3-(6-hydroxypyrimidin-4-yl)propanoate (155 mg) in toluene (9.4 mL) were added 1,1′-(azodicarbonyl)dipiperidine (264 mg) and tributylphosphine (261 μL), and the mixture was stirred at room temperature for 24 hr. Hexane/ethyl acetate (1:1) was added to the reaction mixture, the resulting precipitate was filtered off, and the solvent in the filtrate was evapo...